From a dataset of the Open Reaction Database (ORD), a public repository of structured organic reaction records. describe an organic reaction: reactants, conditions, products, and yield Reactants: COC(C1=C(C=CC=C1)OC1=C(C(=CC=C1)OCCCOC1=C(C=C(C(=C1)OCC1=CC=CC=C1)C(C)=O)CC)CCC)=O (2-(3-{3-[4-acetyl-5-benzyloxy-2-ethylphenoxy]propoxy}-2-propylphenoxy)benzoic acid methyl ester), COC(N(C)C)OC (dimethylformamide dimethylacetal), CN(C=O)C (N,N-dimethylformamide). Run in C(C)(=O)OCC (ethyl acetate), Cl (hydrochloric acid). Reaction conditions: temperature 115 celsius. Yields the product C(C)C1=C(OCCCOC=2C(=C(OC3=C(C(=O)O)C=CC=C3)C=CC2)CCC)C=C(C(=C1)C=1NN=CC1)O (2-(3-{3-[2-Ethyl-5-hydroxy-4-(2H-pyrazol-3-yl)phenoxy]propoxy}-2-propyl-phenoxy)benzoic acid). The yield is 63.0%. RXN SMILES: C[O:2][C:3](=[O:44])[C:4]1[CH:9]=[CH:8][CH:7]=[CH:6][C:5]=1[O:10][C:11]1[CH:16]=[CH:15][CH:14]=[C:13]([O:17][CH2:18][CH2:19][CH2:20][O:21][C:22]2[CH:27]=[C:26]([O:28]CC3C=CC=CC=3)[C:25]([C:36](=O)[CH3:37])=[CH:24][C:23]=2[CH2:39][CH3:40])[C:12]=1[CH2:41][CH2:42][CH3:43].COC(OC)[N:48](C)C.C[N:54]([CH3:57])C=O>C(OCC)(=O)C.Cl>[CH2:39]([C:23]1[CH:24]=[C:25]([C:36]2[NH:48][N:54]=[CH:57][CH:37]=2)[C:26]([OH:28])=[CH:27][C:22]=1[O:21][CH2:20][CH2:19][CH2:18][O:17][C:13]1[C:12]([CH2:41][CH2:42][CH3:43])=[C:11]([CH:16]=[CH:15][CH:14]=1)[O:10][C:5]1[CH:6]=[CH:7][CH:8]=[CH:9][C:4]=1[C:3]([OH:2])=[O:44])[CH3:40]. Procedure details: A mixture of 2-(3-{3-[4-acetyl-5-benzyloxy-2-ethylphenoxy]propoxy}-2-propylphenoxy)benzoic acid methyl ester (3.07 g, 5.04 mmol) and dimethylformamide dimethylacetal (0.9 mL, 7 mmol) in N,N-dimethylformamide (3 mL) was heated at 110-120° C. for 35 h. The mixture was cooled to room temperature and diluted with a mixture of ethyl acetate and 1 N hydrochloric acid. The organic layer was separated, washed twice with water, once with saturated sodium chloride solution, dried (sodium sulfate), filtere... The reactants are CN=C=S (Methyl isothiocyanate), N1(CCOCC1)CCC(=O)NN (3-morpholin-4-ylpropanohydrazide). Solvent: CCO (EtOH), CCO (EtOH). Conditions: time 16 hour. The product is CN1C(=NN=C1CCN1CCOCC1)S (4-methyl-5-(2-morpholin-4-ylethyl)-4H-1,2,4-triazole-3-thiol). As a reaction SMILES: [CH3:1][N:2]=[C:3]=[S:4].[N:5]1([CH2:11][CH2:12][C:13]([NH:15][NH2:16])=O)[CH2:10][CH2:9][O:8][CH2:7][CH2:6]1>CCO>[CH3:1][N:2]1[C:13]([CH2:12][CH2:11][N:5]2[CH2:6][CH2:7][O:8][CH2:9][CH2:10]2)=[N:15][N:16]=[C:3]1[SH:4]. Procedure details: Prepared according to a procedure reported for related compounds: Henichart, J. P. et al. J. Het Chem. 1977, 14, 615. Methyl isothiocyanate (9.08 g, 0.124 mol) in EtOH (50 mL) was added at room temperature to a stirred solution of 3-morpholin-4-ylpropanohydrazide (21.5 g, 0.124 mol) in EtOH (200 mL). The mixture was refluxed for 8 h, then removed from heat and stirred at room temperature for 16 h. The EtOh was removed under reduced pressure to give the crude material as a yellow oil. The oil was... Reactants: C(C)(C)(C)OC(=O)N1CCC(CC1)=O (4-oxo-piperidine-1-carboxylic acid tert-butyl ester), BrC=1C=NC(=NC1)OC=1C=C(CP(OCC)(OCC)=O)C=CC1 (Diethyl 3-(5-bromopyrimidin-2-yloxy)benzylphosphonate), O1CCOCCOCCOCCOCC1 (1,4,7,10,13-pentaoxacyclopentadecane), [H-].[Na+] (sodium hydride). Run in C1CCOC1 (THF), C1CCOC1 (THF), O (water). Conditions: temperature 0 celsius, time 30 minute. Yields the product BrC=1C=NC(=NC1)OC=1C=C(C=C2CCN(CC2)C(=O)OC(C)(C)C)C=CC1 (tert-Butyl 4-(3-(5-bromopyrimidin-2-yloxy)benzylidene)piperidine-1-carboxylate). The yield is 36.7%. RXN SMILES: [Br:1][C:2]1[CH:3]=[N:4][C:5]([O:8][C:9]2[CH:10]=[C:11]([CH:21]=[CH:22][CH:23]=2)[CH2:12]P(=O)(OCC)OCC)=[N:6][CH:7]=1.O1CCOCCOCCOCCOCC1.[H-].[Na+].[C:41]([O:45][C:46]([N:48]1[CH2:53][CH2:52][C:51](=O)[CH2:50][CH2:49]1)=[O:47])([CH3:44])([CH3:43])[CH3:42]>C1COCC1.O>[Br:1][C:2]1[CH:7]=[N:6][C:5]([O:8][C:9]2[CH:10]=[C:11]([CH:21]=[CH:22][CH:23]=2)[CH:12]=[C:51]2[CH2:52][CH2:53][N:48]([C:46]([O:45][C:41]([CH3:44])([CH3:43])[CH3:42])=[O:47])[CH2:49][CH2:50]2)=[N:4][CH:3]=1 |f:2.3|. Procedure: Diethyl 3-(5-bromopyrimidin-2-yloxy)benzylphosphonate (0.700 g, 1.74 mmol) from Step 3 and 1,4,7,10,13-pentaoxacyclopentadecane (15-Crown-5, 0.017 mL, 0.087 mmol) were suspended in THF (2 mL). The mixture was cooled to 0° C. and sodium hydride (84 mg, 60% dispersion in mineral oil, 2.1 mmol) was added. The reaction was warmed to room temperature, stirred for 30 min and then cooled back to 0° C. A solution of 4-oxo-piperidine-1-carboxylic acid tert-butyl ester (0.452 g, 2.27 mmol) in THF (1.5 mL)...